This data is from the Open Reaction Database (ORD), a public repository of structured organic reaction records. The task is: describe an organic reaction: reactants, conditions, products, and yield Starting materials: Br.C(C)OC(=O)N1CC2=C(CC1)N1C(S2)=NC(=C1)C1=CC=CC=C1 (7-ethoxycarbonyl-2-phenyl-5,6,7,8-tetrahydroimidazo[2',1':2,3]thiazolo[5,4-c]pyridine hydrobromide), solution, Br (hydrobromic acid), Br (hydrobromic acid). Run in C(C)(=O)O (acetic acid). Product: Br.Br.C1(=CC=CC=C1)C=1N=C2SC=3CNCCC3N2C1 (2-phenyl-5,6,7,8-tetrahydroimidazo[2',1':2,3]thiazolo[5,4-c]pyridine dihydrobromide). Isolated yield 186.2%. Reaction SMILES: [BrH:1].C(OC([N:7]1[CH2:12][CH2:11][C:10]2[N:13]3[CH:18]=[C:17]([C:19]4[CH:24]=[CH:23][CH:22]=[CH:21][CH:20]=4)[N:16]=[C:14]3[S:15][C:9]=2[CH2:8]1)=O)C.Br>C(O)(=O)C>[BrH:1].[BrH:1].[C:19]1([C:17]2[N:16]=[C:14]3[N:13]([CH:18]=2)[C:10]2[CH2:11][CH2:12][NH:7][CH2:8][C:9]=2[S:15]3)[CH:20]=[CH:21][CH:22]=[CH:23][CH:24]=1 |f:0.1,4.5.6|. Procedure details: A mixture of 4.1 g of 7-ethoxycarbonyl-2-phenyl-5,6,7,8-tetrahydroimidazo[2',1':2,3]thiazolo[5,4-c]pyridine hydrobromide and 50 ml of a solution of hydrobromic acid in acetic acid (20% (w/w) hydrobromic acid) was heated on a boiled water bath for 2 hours. The precipitated crystals were filtered off and washed with a mixture of ethanol and n-hexane to give 3.9 g of 2-phenyl-5,6,7,8-tetrahydroimidazo[2',1':2,3]thiazolo[5,4-c]pyridine dihydrobromide, melting at 315°-316° C. with decomposition. Reactants: CC(C)(C)OC(=O)NCCCCCN(OCc1ccccc1)C(=O)CCC(=O)NCCCCCN(OCc1ccccc1)C(=O)CCC(=O)NCCCCCNOCc1ccccc1, CC(=O)Cl, ClCCl. Product: CC(=O)N(CCCCCNC(=O)CCC(=O)N(CCCCCNC(=O)CCC(=O)N(CCCCCNC(=O)OC(C)(C)C)OCc1ccccc1)OCc1ccccc1)OCc1ccccc1. As a reaction SMILES: [C:1]([CH3:2])([CH3:3])([CH3:4])[O:5][C:6](=[O:7])[NH:8][CH2:9][CH2:10][CH2:11][CH2:12][CH2:13][N:14]([C:15]([CH2:16][CH2:17][C:18]([NH:19][CH2:20][CH2:21][CH2:22][CH2:23][CH2:24][N:25]([C:26]([CH2:27][CH2:28][C:29]([NH:30][CH2:31][CH2:32][CH2:33][CH2:34][CH2:35][NH:36][O:37][CH2:38][c:39]1[cH:40][cH:41][cH:42][cH:43][cH:44]1)=[O:45])=[O:46])[O:47][CH2:48][c:49]1[cH:50][cH:51][cH:52][cH:53][cH:54]1)=[O:55])=[O:56])[O:57][CH2:58][c:59]1[cH:60][cH:61][cH:62][cH:63][cH:64]1.[CH3:65][C:66]([Cl:67])=[O:68].[Cl:69][CH2:70][Cl:71]>>[C:1]([CH3:2])([CH3:3])([CH3:4])[O:5][C:6](=[O:7])[NH:8][CH2:9][CH2:10][CH2:11][CH2:12][CH2:13][N:14]([C:15]([CH2:16][CH2:17][C:18]([NH:19][CH2:20][CH2:21][CH2:22][CH2:23][CH2:24][N:25]([C:26]([CH2:27][CH2:28][C:29]([NH:30][CH2:31][CH2:32][CH2:33][CH2:34][CH2:35][N:36]([O:37][CH2:38][c:39]1[cH:40][cH:41][cH:42][cH:43][cH:44]1)[C:66]([CH3:65])=[O:68])=[O:45])=[O:46])[O:47][CH2:48][c:49]1[cH:50][cH:51][cH:52][cH:53][cH:54]1)=[O:55])=[O:56])[O:57][CH2:58][c:59]1[cH:60][cH:61][cH:62][cH:63][cH:64]1.